Dataset: the Open Reaction Database (ORD), a public repository of structured organic reaction records. Task: describe an organic reaction: reactants, conditions, products, and yield The reactants are CC1(C)OCC(CO)CO1, ClCCl, CCOC(=O)N=NC(=O)OCC, COC(=O)c1cc2cc(O)ccc2[nH]1, c1ccc(P(c2ccccc2)c2ccccc2)cc1. The product is COC(=O)c1cc2cc(OCC3COC(C)(C)OC3)ccc2[nH]1. RXN SMILES: [CH3:46][C:47]1([CH3:55])[O:48][CH2:49][CH:50]([CH2:53][OH:54])[CH2:51][O:52]1.[Cl:56][CH2:57][Cl:58].[O:34]=[C:35]([O:36][CH2:37][CH3:38])[N:39]=[N:40][C:41]([O:42][CH2:43][CH3:44])=[O:45].[OH:1][c:2]1[cH:3][c:4]2[cH:5][c:6]([C:11](=[O:12])[O:13][CH3:14])[nH:7][c:8]2[cH:9][cH:10]1.[c:15]1([P:16]([c:17]2[cH:18][cH:19][cH:20][cH:21][cH:22]2)[c:23]2[cH:24][cH:25][cH:26][cH:27][cH:28]2)[cH:29][cH:30][cH:31][cH:32][cH:33]1>>[O:1]([c:2]1[cH:3][c:4]2[cH:5][c:6]([C:11](=[O:12])[O:13][CH3:14])[nH:7][c:8]2[cH:9][cH:10]1)[CH2:53][CH:50]1[CH2:49][O:48][C:47]([CH3:46])([CH3:55])[O:52][CH2:51]1. Reactants: ClCCl (dichloromethane), C(CCCCCCCCC)OC=1C=C(CN=[N+]=[N-])C=C(C1)OCCCCCCCCCC (3,5-didecoxybenzyl azide), [N-]=[N+]=[N-] (azide). The reagents and catalysts are [Pd] (palladium on carbon). Run in CCOCC.CO (ether methanol), CCOCC.CO (ether methanol). Conditions: time 1 hour. Yields the product C(CCCCCCCCC)OC=1C=C(CN)C=C(C1)OCCCCCCCCCC (3,5-didecoxybenzyl Amine). The yield is 97.9%. RXN SMILES: [CH2:1]([O:11][C:12]1[CH:13]=[C:14]([CH:19]=[C:20]([O:22][CH2:23][CH2:24][CH2:25][CH2:26][CH2:27][CH2:28][CH2:29][CH2:30][CH2:31][CH3:32])[CH:21]=1)[CH2:15][N:16]=[N+]=[N-])[CH2:2][CH2:3][CH2:4][CH2:5][CH2:6][CH2:7][CH2:8][CH2:9][CH3:10].ClCCl.[N-]=[N+]=[N-]>[Pd].CCOCC.CO>[CH2:23]([O:22][C:20]1[CH:19]=[C:14]([CH:13]=[C:12]([O:11][CH2:1][CH2:2][CH2:3][CH2:4][CH2:5][CH2:6][CH2:7][CH2:8][CH2:9][CH3:10])[CH:21]=1)[CH2:15][NH2:16])[CH2:24][CH2:25][CH2:26][CH2:27][CH2:28][CH2:29][CH2:30][CH2:31][CH3:32] |f:4.5|. Reported procedure: Catalytic (5% by mass) palladium on carbon (0.51 g) was placed into a hydrogenation bottle. The bottle was then placed under N2. To the bottle, 50/50 ether methanol (10 mL) was added. 3,5-didecoxybenzyl azide (5.0 g, 11.2 mmol) was dissolved in 50/50 ether/methanol (60 mL) and transferred to the bottle. The bottle was attached to a hydrogenator with H2 pressure at 40 psi and left for 1 hour. Thin layer chromatography of the dichloromethane/10% hexanes showed the presence of an azide. The bottle ... The reactants are CCCC[N+](CCCC)(CCCC)CCCC.[F-] (TBAF), C(C(C)C)(=O)Cl (isobutyryl chloride), solution, [Li]N1C(CCCC1(C)C)(C)C (LiTMP), mixture, COC1=C(C([C@@H]2[C@@]([C@H](C[C@]1(C2=O)CC=C(C)C)OCOC)(CCC=C(C)C)C)=O)[Si](C)(C)C ((1R,5R,7S,8S)-4-Methoxy-7-(methoxymethoxy)-8-methyl-5-(3-methylbut-2-en-1-yl)-8-(4-methylpent-3-en-1-yl)-3-(trimethylsilyl)bicyclo[3.3.1]non-3-ene-2,9-dione). Run in C1CCOC1 (THF), C1CCOC1 (THF). Run at temperature -78 celsius, time 10 minute. The product is C(C(C)C)(=O)[C@@]12C(C=C([C@@](C[C@@H]([C@]1(CCC=C(C)C)C)OCOC)(C2=O)CC=C(C)C)OC)=O ((1R,5R,7S,8S)-1-Isobutyryl-4-methoxy-7-(methoxymethoxy)-8-methyl-5-(3-methylbut-2-en-1-yl)-8-(4-methylpent-3-en-1-yl)bicyclo[3.3.1]non-3-ene-2,9-dione). Yield: 28.8%. RXN SMILES: [CH3:1][O:2][C:3]1[C@:10]2([CH2:13][CH:14]=[C:15]([CH3:17])[CH3:16])[C:11](=[O:12])[C@@H:6]([C@:7]([CH3:28])([CH2:22][CH2:23][CH:24]=[C:25]([CH3:27])[CH3:26])[C@@H:8]([O:18][CH2:19][O:20][CH3:21])[CH2:9]2)[C:5](=[O:29])[C:4]=1[Si](C)(C)C.[Li]N1C(C)(C)CCCC1(C)C.[C:45](Cl)(=[O:49])[CH:46]([CH3:48])[CH3:47].CCCC[N+](CCCC)(CCCC)CCCC.[F-]>C1COCC1>[C:45]([C@:6]12[C:11](=[O:12])[C@:10]([CH2:13][CH:14]=[C:15]([CH3:17])[CH3:16])([CH2:9][C@H:8]([O:18][CH2:19][O:20][CH3:21])[C@@:7]1([CH3:28])[CH2:22][CH2:23][CH:24]=[C:25]([CH3:27])[CH3:26])[C:3]([O:2][CH3:1])=[CH:4][C:5]2=[O:29])(=[O:49])[CH:46]([CH3:48])[CH3:47] |f:3.4|. Procedure details: A 1 dram vial equipped with a stir bar is charged with 14.3 mg (0.030 mmol, 1 equiv.) of 51 and 150 μL of THF. The solution was cooled to −78° C. in a dry ice/acetone bath, and 300 μL of a solution of LiTMP (0.5M in THF, 0.150 mmol, 5 equiv.) was added dropwise. The yellow solution was stirred at −78° C. for 10 minutes followed by warming to 0° C. in a water/ice bath for 10 minutes and then recooling to −78° C. prior to addition of 15.7 μL (0.15 mmol, 5 equiv.) of isobutyryl chloride. The reacti... The reactants are FCC1NCCNC1 (2-(fluoromethyl)piperazine), C(C)N1C=C(C(C2=CC(=C(C=C12)F)F)=O)C(=O)O (1-ethyl-6,7-difluoro-1,4-dihydro-4-oxo-3-quinolinecarboxylic acid). Run in N1=CC=CC=C1 (pyridine). Conditions: temperature 75 celsius. The product is C(C)N1C=C(C(C2=CC(=C(C=C12)N1CC(NCC1)CF)F)=O)C(=O)O (1-Ethyl-6-fluoro-7-[3-(fluoromethyl)-1-piperazinyl]-1,4-dihydro-4-oxo-3-quinolinecarboxylic acid). The yield is 36.0%. As a reaction SMILES: [F:1][CH2:2][CH:3]1[CH2:8][NH:7][CH2:6][CH2:5][NH:4]1.[CH2:9]([N:11]1[C:20]2[C:15](=[CH:16][C:17]([F:22])=[C:18](F)[CH:19]=2)[C:14](=[O:23])[C:13]([C:24]([OH:26])=[O:25])=[CH:12]1)[CH3:10]>N1C=CC=CC=1>[CH2:9]([N:11]1[C:20]2[C:15](=[CH:16][C:17]([F:22])=[C:18]([N:7]3[CH2:6][CH2:5][NH:4][CH:3]([CH2:2][F:1])[CH2:8]3)[CH:19]=2)[C:14](=[O:23])[C:13]([C:24]([OH:26])=[O:25])=[CH:12]1)[CH3:10]. Procedure: A mixture of 400 mg of 2-(fluoromethyl)piperazine and 200 mg of 1-ethyl-6,7-difluoro-1,4-dihydro-4-oxo-3-quinolinecarboxylic acid in 3 ml of pyridine was stirred and heated at 75° C., under nitrogen, in a pressure bottle for 3 hours. The pyridine was removed and replaced with methanol. This mixture was chromatographed on silica gel, eluting with methanol:chloroform (2:8). The solid was recrystallized from methanol, giving 100 mg of the desired product, mp 177°-180° C. Starting materials: CN(C)C=O, COC(=O)c1cc(OC)c(O)c(OC)c1, CCOC(C)=O, [H-], CCI, [Na+]. The product is CCOc1c(OC)cc(C(=O)OC)cc1OC. As a reaction SMILES: [CH3:16][N:17]([CH3:18])[CH:19]=[O:20].[CH3:1][O:2][c:3]1[cH:4][c:5]([C:6](=[O:7])[O:8][CH3:9])[cH:10][c:11]([O:14][CH3:15])[c:12]1[OH:13].[CH3:26][CH2:27][O:28][C:29](=[O:30])[CH3:31].[H-:21].[I:23][CH2:24][CH3:25].[Na+:22]>>[CH3:1][O:2][c:3]1[cH:4][c:5]([C:6](=[O:7])[O:8][CH3:9])[cH:10][c:11]([O:14][CH3:15])[c:12]1[O:13][CH2:24][CH3:25]. The reactants are C(C)OC(=O)C1C(C1)C1=CC(=CC=C1)N1CCN(CC1)C (2-[3-(4-Methyl-piperazin-1-yl)-phenyl]-cyclopropanecarboxylic Acid Ethyl Ester), [Li+].[OH-] (LiOH). Product: CN1CCN(CC1)C=1C=C(C=CC1)C1C(C1)C(=O)O (2-[3-(4-methyl-piperazin-1-yl)-phenyl]-cyclopropanecarboxylic acid). As a reaction SMILES: C([O:3][C:4]([CH:6]1[CH2:8][CH:7]1[C:9]1[CH:14]=[CH:13][CH:12]=[C:11]([N:15]2[CH2:20][CH2:19][N:18]([CH3:21])[CH2:17][CH2:16]2)[CH:10]=1)=[O:5])C.[Li+].[OH-]>>[CH3:21][N:18]1[CH2:17][CH2:16][N:15]([C:11]2[CH:10]=[C:9]([CH:7]3[CH2:8][CH:6]3[C:4]([OH:5])=[O:3])[CH:14]=[CH:13][CH:12]=2)[CH2:20][CH2:19]1 |f:1.2|. Reported procedure: In a manner similar to that described for step 3 of Example 172, Intermediate 173(a) was treated with 1 M aqueous LiOH to give crude 2-[3-(4-methyl-piperazin-1-yl)-phenyl]-cyclopropanecarboxylic acid. Crude 2-[3-(4-methyl-piperazin-1-yl)-phenyl]-cyclopropanecarboxylic acid was coupled to the title compound of Example 2 (71 mg, 0.3 mmol) also in a manner similar to that described for step 3 of Example 172. Extractive work-up from ethyl acetate and saturated aqueous NaHCO3 afforded the crude produ...